From a dataset of the Open Reaction Database (ORD), a public repository of structured organic reaction records. describe an organic reaction: reactants, conditions, products, and yield Reactants: NC1=C(C=C(C=C1)OC(F)(F)F)C(=O)C1=CC=CC=C1 ((2-Amino-5-trifluoromethoxy-phenyl)-phenyl-methanone), CS(=O)(=O)CC(C)=O (methylsulfonylacetone). Reagents/catalysts: O.O.[Na+].Cl[Au-](Cl)(Cl)Cl (sodium tetrachloroaurate (III) dihydrate). Solvent: CC(C)O (2-propanol). The product is CS(=O)(=O)C=1C(=NC2=CC=C(C=C2C1C1=CC=CC=C1)OC(F)(F)F)C (3-Methanesulfonyl-2-methyl-4-phenyl-6-trifluoromethoxy-quinoline). The yield is 40.4%. RXN SMILES: [NH2:1][C:2]1[CH:7]=[CH:6][C:5]([O:8][C:9]([F:12])([F:11])[F:10])=[CH:4][C:3]=1[C:13]([C:15]1[CH:20]=[CH:19][CH:18]=[CH:17][CH:16]=1)=O.[CH3:21][S:22]([CH2:25][C:26](=O)[CH3:27])(=[O:24])=[O:23]>CC(O)C.O.O.[Na+].Cl[Au-](Cl)(Cl)Cl>[CH3:21][S:22]([C:25]1[C:26]([CH3:27])=[N:1][C:2]2[C:3]([C:13]=1[C:15]1[CH:20]=[CH:19][CH:18]=[CH:17][CH:16]=1)=[CH:4][C:5]([O:8][C:9]([F:12])([F:11])[F:10])=[CH:6][CH:7]=2)(=[O:24])=[O:23] |f:3.4.5.6|. Reported procedure: (2-Amino-5-trifluoromethoxy-phenyl)-phenyl-methanone (0.3 g, 1 mmol), methylsulfonylacetone (0.22 g, 2 mmol) and sodium tetrachloroaurate (III) dihydrate (13 mg, 0.036 mmol) were mixed in 2-propanol (3 mL) and heated at reflux under nitrogen for 5 days. 2-propanol was evaporated and the residue was purified by flash chromatography on silica gel in heptane/ethyl acetate 2:1. One obtained 154 mg (34%) of a white solid. MS: m/z=382 (M+H). Reactants: C([O-])(O)=O.[Na+] (sodium bicarbonate), BrBr (Bromine), C1(CCCCCC1)=O (cycloheptanone), C(CO)O (ethylene glycol). Solvent: O1CCCC1 (tetrahydrofuran). Run at time 5 hour. The product is C1COC2(C(CCCCC2)Br)O1 (2-bromocycloheptanone ethylene ketal). As a reaction SMILES: [Br:1]Br.[C:3]1(=[O:10])[CH2:9][CH2:8][CH2:7][CH2:6][CH2:5][CH2:4]1.[CH2:11]([OH:14])[CH2:12]O.C(=O)(O)[O-].[Na+]>O1CCCC1>[CH2:11]1[O:14][C:3]2([CH2:9][CH2:8][CH2:7][CH2:6][CH2:5][CH:4]2[Br:1])[O:10][CH2:12]1 |f:3.4|. Reported procedure: Bromine (44.8 g, 0.28 mol) was added dropwise to a stirred solution of cycloheptanone (28.5 g, 0.25 mol) in a 1:1 solution (300 mL) of ethylene glycol and tetrahydrofuran at room temperature. The mixture was stirred for 5 hours, then poured into aqueous sodium bicarbonate and extracted 3× with diethyl ether. The combined organic layers were washed with brine, dried over sodium sulfate, filtered, and concentrated in vacuo to give 2-bromocycloheptanone ethylene ketal (60 g). A mixture of this crud... Starting materials: COC(C1=CC(=C(C=C1)OCC(=O)OC(C)(C)C)F)=O (4-tert-butoxycarbonylmethoxy-3-fluoro-benzoic acid methyl ester), FC(C(=O)O)(F)F (trifluoroacetic acid). Run in C(Cl)Cl (CH2Cl2). Yields the product COC(C1=CC(=C(C=C1)OCC(=O)O)F)=O (4-Carboxymethoxy-3-fluoro-benzoic acid methyl ester). Isolated yield 99.0%. RXN SMILES: [CH3:1][O:2][C:3](=[O:20])[C:4]1[CH:9]=[CH:8][C:7]([O:10][CH2:11][C:12]([O:14]C(C)(C)C)=[O:13])=[C:6]([F:19])[CH:5]=1.FC(F)(F)C(O)=O>C(Cl)Cl>[CH3:1][O:2][C:3](=[O:20])[C:4]1[CH:9]=[CH:8][C:7]([O:10][CH2:11][C:12]([OH:14])=[O:13])=[C:6]([F:19])[CH:5]=1. Procedure details: A solution of 4-tert-butoxycarbonylmethoxy-3-fluoro-benzoic acid methyl ester in CH2Cl2 was treated with trifluoroacetic acid (14.9 ml, 130 mmol, 10.6 eq.) (20 ml) for 3.5 hrs. at r.t. Following evaporation to dryness, the title compound (2.77 g, 99% yield) was obtained as an off-white solid. MS: m/e=228 (M+). Starting materials: COC(=O)Cc1c[nH]c2ccc(Br)cc12, CC(C)(C)N=C=O, CCOC(C)=O, ClCCl. The product is COC(=O)Cc1c(C(=O)NC(C)(C)C)[nH]c2ccc(Br)cc12. RXN SMILES: [Br:1][c:2]1[cH:3][c:4]2[c:5]([CH2:11][C:12](=[O:13])[O:14][CH3:15])[cH:6][nH:7][c:8]2[cH:9][cH:10]1.[C:16]([CH3:17])([CH3:18])([CH3:19])[N:20]=[C:21]=[O:22].[CH3:23][CH2:24][O:25][C:26]([CH3:27])=[O:28].[Cl:29][CH2:30][Cl:31]>>[Br:1][c:2]1[cH:3][c:4]2[c:5]([CH2:11][C:12](=[O:13])[O:14][CH3:15])[c:6]([C:21]([NH:20][C:16]([CH3:17])([CH3:18])[CH3:19])=[O:22])[nH:7][c:8]2[cH:9][cH:10]1. Starting materials: CN(C=CC(OC)=C(C#N)C#N)C (2-(3-Dimethylamino-1-methoxy-allylidene)-malononitrile). Run in [NH4+].[OH-] (NH4OH). Product: NC1=C(C#N)C(=CC=N1)OC (2-Amino-4-methoxy-nicotinonitrile). Isolated yield 74.2%. As a reaction SMILES: C[N:2](C)[CH:3]=[CH:4][C:5](=[C:8]([C:11]#[N:12])[C:9]#[N:10])[O:6][CH3:7]>[NH4+].[OH-]>[NH2:12][C:11]1[N:2]=[CH:3][CH:4]=[C:5]([O:6][CH3:7])[C:8]=1[C:9]#[N:10] |f:1.2|. Procedure: A mixture of D2 (16 g, 90.39 mmol) in NH4OH (100 ml, 30% in water) was heated at reflux for 3 h. After cooling in an ice bath a yellow solid precipitated. The solid was filtered off, washed with cold isopropanol and dried in vacuo to yield compound D3 (10 g, 76%) as a white solid. The reactants are CCN=C=NCCCN(C)C, O=C(O)C(CC1CCCCC1)N1CC(Oc2cccc3c2OCCO3)=CC1=O, ClCCl, CC(C)(O)Cn1ccc(N)n1, On1nnc2ccccc21. The product is CC(C)(O)Cn1ccc(NC(=O)C(CC2CCCCC2)N2CC(Oc3cccc4c3OCCO4)=CC2=O)n1. RXN SMILES: [CH3:29][N:30]([CH3:31])[CH2:32][CH2:33][CH2:34][N:35]=[C:36]=[N:37][CH2:38][CH3:39].[CH:1]1([CH2:7][CH:8]([C:9](=[O:10])[OH:11])[N:12]2[C:13](=[O:28])[CH:14]=[C:15]([O:17][c:18]3[cH:19][cH:20][cH:21][c:22]4[c:27]3[O:26][CH2:25][CH2:24][O:23]4)[CH2:16]2)[CH2:2][CH2:3][CH2:4][CH2:5][CH2:6]1.[Cl:61][CH2:62][Cl:63].[NH2:50][c:51]1[n:52][n:53]([CH2:56][C:57]([CH3:58])([OH:59])[CH3:60])[cH:54][cH:55]1.[OH:40][n:41]1[c:42]2[cH:43][cH:44][cH:45][cH:46][c:47]2[n:48][n:49]1>>[CH:1]1([CH2:7][CH:8]([C:9](=[O:10])[NH:50][c:51]2[n:52][n:53]([CH2:56][C:57]([CH3:58])([OH:59])[CH3:60])[cH:54][cH:55]2)[N:12]2[C:13](=[O:28])[CH:14]=[C:15]([O:17][c:18]3[cH:19][cH:20][cH:21][c:22]4[c:27]3[O:26][CH2:25][CH2:24][O:23]4)[CH2:16]2)[CH2:2][CH2:3][CH2:4][CH2:5][CH2:6]1.